This data is from the Open Reaction Database (ORD), a public repository of structured organic reaction records. The task is: describe an organic reaction: reactants, conditions, products, and yield Starting materials: C(C1=CC=CC=C1)OC(CN1C(C(C(N(C2=C1C=CC=C2)C2=CC=CC=C2)=O)CC2=NN(C1=CC=CC=C21)C(=O)OC(C)(C)C)=O)=O (tert-butyl 3-({1-[2-(benzyloxy)-2-oxoethyl]-2,4-dioxo-5-phenyl-2,3,4,5-tetrahydro-1H-1,5-benzodiazepin-3-yl}methyl)-1H-indazole-1-carboxylate). Reagents/catalysts: [Pd] (Pd/C). Run in C(C)(=O)OCC (ethyl acetate). The product is C(C)(C)(C)OC(=O)N1N=C(C2=CC=CC=C12)CC1C(N(C2=C(N(C1=O)CC(=O)O)C=CC=C2)C2=CC=CC=C2)=O ((3-{[1-(tert-butoxycarbonyl)-1H-indazol-3-yl]methyl}-2,4-dioxo-5-phenyl-2,3,4,5-tetrahydro-1H-1,5-benzodiazepin-1-yl)acetic acid). Isolated yield 85.6%. RXN SMILES: C([O:8][C:9](=[O:47])[CH2:10][N:11]1[C:17]2[CH:18]=[CH:19][CH:20]=[CH:21][C:16]=2[N:15]([C:22]2[CH:27]=[CH:26][CH:25]=[CH:24][CH:23]=2)[C:14](=[O:28])[CH:13]([CH2:29][C:30]2[C:38]3[C:33](=[CH:34][CH:35]=[CH:36][CH:37]=3)[N:32]([C:39]([O:41][C:42]([CH3:45])([CH3:44])[CH3:43])=[O:40])[N:31]=2)[C:12]1=[O:46])C1C=CC=CC=1>C(OCC)(=O)C.[Pd]>[C:42]([O:41][C:39]([N:32]1[C:33]2[C:38](=[CH:37][CH:36]=[CH:35][CH:34]=2)[C:30]([CH2:29][CH:13]2[C:12](=[O:46])[N:11]([CH2:10][C:9]([OH:47])=[O:8])[C:17]3[CH:18]=[CH:19][CH:20]=[CH:21][C:16]=3[N:15]([C:22]3[CH:23]=[CH:24][CH:25]=[CH:26][CH:27]=3)[C:14]2=[O:28])=[N:31]1)=[O:40])([CH3:45])([CH3:43])[CH3:44]. Procedure details: (0.3 g, 0.95 mM) of tert-butyl 3-({1-[2-(benzyloxy)-2-oxoethyl]-2,4-dioxo-5-phenyl-2,3,4,5-tetrahydro-1H-1,5-benzodiazepin-3-yl}methyl)-1H-indazole-1-carboxylate were dissolved in 10 ml of ethyl acetate and 50 mg of 10% Pd/C were added. Reaction mixture was hydrogenated at atm. Pressure overnight. Catalyst was removed by filtration and was solvent evaporated under reduced pressure. 0.22 g of product was obtained. Run at temperature 60 celsius, time 10 minute. Run in CN(C=O)C (dimethylformamide). As a reaction SMILES: [CH3:1][NH2:2].[Br:3][C:4]1[C:13]2[C:8](=[CH:9][CH:10]=[CH:11][CH:12]=2)[C:7](OC)=[C:6]([N+:16]([O-:18])=[O:17])[CH:5]=1>CN(C)C=O>[Br:3][C:4]1[C:13]2[C:8](=[CH:9][CH:10]=[CH:11][CH:12]=2)[C:7]([NH:2][CH3:1])=[C:6]([N+:16]([O-:18])=[O:17])[CH:5]=1. The reactants are aqueous solution, CN (CH3NH2), BrC1=CC(=C(C2=CC=CC=C12)OC)[N+](=O)[O-] (4-bromo-1-methoxy-2-nitronaphthalene). Procedure: 1.1 cc (0.012 mole) of a 35% aqueous solution of CH3NH2 is gradually dripped into a stirred solution of 2.82 g (0.01 mole) of 4-bromo-1-methoxy-2-nitronaphthalene in 20 cc of dimethylformamide heated to 60° C. The reaction mixture is stirred at 60° C. for 10 minutes then cooled to 0° C. and filtered, yielding 1.81 g of 4-bromo-N-methyl-2-nitro-1-naphthylamine. Further, an addtional 0.79 g of this compound is obtained from the mother liquors by dilution with water. Overall yield 92%. M.p. 187°-18... Product: BrC1=CC(=C(C2=CC=CC=C12)NC)[N+](=O)[O-] (4-bromo-N-methyl-2-nitro-1-naphthylamine). Starting materials: BrC1=CC(=C(C=C1Cl)O)Cl (4-bromo-2,5-dichlorophenol), ClC1=C(C=C(C=C1)Cl)O (2,5-dichlorophenol), ClC1=C(C=CC(=C1)Cl)O (2,4-dichlorophenol). Product: ClC1=C(C=C(C=C1)Cl)Cl (1,2,4-trichlorobenzene). As a reaction SMILES: Br[C:2]1[C:7]([Cl:8])=[CH:6][C:5](O)=[C:4]([Cl:10])[CH:3]=1.[Cl:11]C1C=CC(Cl)=CC=1O.ClC1C=C(Cl)C=CC=1O>>[Cl:10][C:4]1[CH:3]=[CH:2][C:7]([Cl:8])=[CH:6][C:5]=1[Cl:11]. Reported procedure: A process for the preparation of 4-bromo-2,5-dichlorophenol which comprises reacting a mixture of 2,5-dichlorophenol and 2,4-dichlorophenol obtained by saponifying 1,2,4-trichlorobenzene and distilling 3,4-dichlorophenol from the resulting mixture, with an equimolar amount of bromine in a glacial acetic acid reaction medium at a temperature of about 30° C. and thereafter recovering the 4-bromo-2,5-dichlorophenol. Reactants: Cc1ccc2n(C3CCCCO3)ncc2c1B4OC(C)(C)C(C)(C)O4, O=S(OC1=CC=C2N=CC=CC2=C1)(C(F)(F)F)=O. The reagents and catalysts are [OH-].[Na+], CC(C)(C)c1ccc(cc1)c2ccc(cc2)C(C)(C)C, CC(C)(C)P(C(C)(C)C)C(C)(C)C, CC(=O)[O-].CC(=O)[O-].[Pd+2]. Solvent: O, CN(C)C=O, CCC1=CC(CC)=CC=C1, CC#N, O, Cc1ccccc1, CCc1cc(CC)cc(CC)c1. Conditions: temperature 100 celsius, pressure 100 bar, time 1 minute. The product is CC(C=C1)=C(C2=CC=C(N=CC=C3)C3=C2)C4=C1N(C5OCCCC5)N=C4. The yield is 34.3%. The reactants are O=[N+]([O-])c1c(Br)n[nH]c1Br, CI, [H-], [Na+], CN(C)C=O. Yields the product Cn1nc(Br)c([N+](=O)[O-])c1Br. Reaction SMILES: [Br:1][c:2]1[n:3][nH:4][c:5]([Br:10])[c:6]1[N+:7](=[O:8])[O-:9].[CH3:13][I:14].[H-:11].[Na+:12].[O:15]=[CH:16][N:17]([CH3:18])[CH3:19]>>[Br:1][c:2]1[n:3][n:4]([CH3:13])[c:5]([Br:10])[c:6]1[N+:7](=[O:8])[O-:9]. The product is COC(=O)c1cccc(OCCCN)c1. As a reaction SMILES: [CH2:17]([O:18][C:19](=[O:20])[NH:27][CH2:28][CH2:29][CH2:30][O:31][c:32]1[cH:33][c:34]([C:35](=[O:36])[O:37][CH3:38])[cH:39][cH:40][cH:41]1)[c:21]1[cH:22][cH:23][cH:24][cH:25][cH:26]1.[CH3:42][CH2:43][OH:44].[CH3:45][CH2:46][O:47][C:48]([CH3:49])=[O:50].[NH2:1][c:2]1[cH:3][cH:4][c:5]([CH:6]2[CH2:7][CH2:8][CH:9]([C:10]([O:11][CH3:12])=[O:13])[CH2:14]2)[cH:15][cH:16]1>>[NH2:27][CH2:28][CH2:29][CH2:30][O:31][c:32]1[cH:33][c:34]([C:35](=[O:36])[O:37][CH3:38])[cH:39][cH:40][cH:41]1. Reactants: COC(=O)c1cccc(OCCCNC(=O)OCc2ccccc2)c1, CCO, CCOC(C)=O, COC(=O)C1CCC(c2ccc(N)cc2)C1.